Dataset: the Open Reaction Database (ORD), a public repository of structured organic reaction records. Task: describe an organic reaction: reactants, conditions, products, and yield Starting materials: C1CNCCN1, CN1CCCC1=O, CC(C)Cn1c(Cl)nc2c(N3CCOCC3C)nc(-c3cnc(N)nc3)nc21. Yields the product CC(C)Cn1c(N2CCNCC2)nc2c(N3CCOCC3C)nc(-c3cnc(N)nc3)nc21. RXN SMILES: [CH2:29]1[CH2:30][NH:31][CH2:32][CH2:33][NH:34]1.[CH3:35][N:36]1[CH2:37][CH2:38][CH2:39][C:40]1=[O:41].[Cl:1][c:2]1[n:3]([CH2:25][CH:26]([CH3:27])[CH3:28])[c:4]2[n:5][c:6](-[c:18]3[cH:19][n:20][c:21]([NH2:24])[n:22][cH:23]3)[n:7][c:8]([N:11]3[CH:12]([CH3:17])[CH2:13][O:14][CH2:15][CH2:16]3)[c:9]2[n:10]1>>[c:2]1([N:31]2[CH2:30][CH2:29][NH:34][CH2:33][CH2:32]2)[n:3]([CH2:25][CH:26]([CH3:27])[CH3:28])[c:4]2[n:5][c:6](-[c:18]3[cH:19][n:20][c:21]([NH2:24])[n:22][cH:23]3)[n:7][c:8]([N:11]3[CH:12]([CH3:17])[CH2:13][O:14][CH2:15][CH2:16]3)[c:9]2[n:10]1.